This data is from the Open Reaction Database (ORD), a public repository of structured organic reaction records. The task is: describe an organic reaction: reactants, conditions, products, and yield RXN SMILES: OC(C(F)(F)F)=O.[F:8][C:9]1[N:14]=[CH:13][C:12]([NH2:15])=[C:11]([I:16])[CH:10]=1.Br[CH2:18][CH2:19][O:20][CH:21]1[CH2:26][CH2:25][CH2:24][CH2:23][O:22]1.[OH-].[K+].[F-].[K+]>[I-].C([N+](CCCC)(CCCC)CCCC)CCC.O1CCOCC1>[F:8][C:9]1[N:14]=[CH:13][C:12]([NH:15][CH2:18][CH2:19][O:20][CH:21]2[CH2:26][CH2:25][CH2:24][CH2:23][O:22]2)=[C:11]([I:16])[CH:10]=1 |f:0.1,3.4,5.6,7.8|. Conditions: temperature 100 celsius. Yield: 65.5%. The reactants are OC(=O)C(F)(F)F.FC1=CC(=C(C=N1)N)I (6-fluoro-4-iodopyridin-3-amine TFA salt), BrCCOC1OCCCC1 (2-[(2-bromoethyl)oxy]tetrahydro-2H-pyran), [OH-].[K+] (potassium hydroxide), [F-].[K+] (potassium fluoride). The product is FC1=CC(=C(C=N1)NCCOC1OCCCC1)I (6-Fluoro-4-iodo-N-(2-(tetrahydro-2H-pyran-2-yloxy)ethyl)pyridin-3-amine). The reagents and catalysts are [I-].C(CCC)[N+](CCCC)(CCCC)CCCC (tetrabutylammonium iodide). Procedure: Mix 6-fluoro-4-iodopyridin-3-amine TFA salt (0.36 g, 1.50 mmol), 2-[(2-bromoethyl)oxy]tetrahydro-2H-pyran (1.38 g, 6.60 mmol), potassium hydroxide (0.19 g, 3.30 mmol), potassium fluoride (0.19 g, 3.30 mmol), and tetrabutylammonium iodide (0.11 g, 0.3 mmol) in 1,4-dioxane (1.5 mL) in a seal reactor. Heat the reaction mixture at 100° C. overnight. Cool the reaction mixture to RT. Quench with water. Extract with ethyl acetate, wash the organic layer with water and saturated aqueous sodium chloride.... Run in O1CCOCC1 (1,4-dioxane).